From a dataset of the Open Reaction Database (ORD), a public repository of structured organic reaction records. describe an organic reaction: reactants, conditions, products, and yield Starting materials: C(C)S(=O)(=O)C1=NNC=N1 (3-ethylsulphonyl-1,2,4-triazole), C(C=C)N(C(=O)Cl)CC=C (diallylcarbamoyl chloride), O1CCCC1 (tetrahydrofuran). The solvent is C(C)N(CC)CC (triethylamine). Yields the product C(C=C)N(C(=O)N1N=C(N=C1)S(=O)(=O)CC)CC=C (1-diallylcarbamoyl-3-ethylsulphonyl-1,2,4-triazole). RXN SMILES: [CH2:1]([S:3]([C:6]1[N:10]=[CH:9][NH:8][N:7]=1)(=[O:5])=[O:4])[CH3:2].[CH2:11]([N:14]([CH2:18][CH:19]=[CH2:20])[C:15](Cl)=[O:16])[CH:12]=[CH2:13].O1CCCC1>C(N(CC)CC)C>[CH2:11]([N:14]([CH2:18][CH:19]=[CH2:20])[C:15]([N:8]1[CH:9]=[N:10][C:6]([S:3]([CH2:1][CH3:2])(=[O:5])=[O:4])=[N:7]1)=[O:16])[CH:12]=[CH2:13]. Procedure details: A mixture of 6.45 g. 3-ethylsulphonyl-1,2,4-triazole, 6.6 g. diallylcarbamoyl chloride, 25 ml. dry tetrahydrofuran and 8 ml. dry triethylamine was refluxed under anhydrous conditions for 1.5 hours. The cooled reaction mixture was filtered and the filtrate distilled under reduced pressure to remove solvent and give a product which distilled at 187° C./0.2 mm. This product solidified and was recrystallized from petroleum ether (b.p. 60° - 80° C.) to give 1-diallylcarbamoyl-3-ethylsulphonyl-1,2,4-t... Reactants: CCCC[Sn](CCCC)(CCCC)c1nccs1, COc1cc2c(Oc3ccc(C)nc3I)ccnc2cc1OCc1ccccc1, CN(C)C=O, O. Product: COc1cc2c(Oc3ccc(C)nc3-c3nccs3)ccnc2cc1OCc1ccccc1. Reaction SMILES: [CH2:35]([Sn:36]([CH2:37][CH2:38][CH2:39][CH3:45])([c:40]1[s:41][cH:42][cH:43][n:44]1)[CH2:46][CH2:47][CH2:48][CH3:49])[CH2:50][CH2:51][CH3:52].[CH2:6]([c:7]1[cH:8][cH:9][cH:10][cH:11][cH:12]1)[O:13][c:14]1[c:15]([O:33][CH3:34])[cH:16][c:17]2[c:18]([O:24][c:25]3[c:26]([I:32])[n:27][c:28]([CH3:31])[cH:29][cH:30]3)[cH:19][cH:20][n:21][c:22]2[cH:23]1.[CH3:1][N:2]([CH3:3])[CH:4]=[O:5].[OH2:53]>>[CH2:6]([c:7]1[cH:8][cH:9][cH:10][cH:11][cH:12]1)[O:13][c:14]1[c:15]([O:33][CH3:34])[cH:16][c:17]2[c:18]([O:24][c:25]3[c:26](-[c:40]4[s:41][cH:42][cH:43][n:44]4)[n:27][c:28]([CH3:31])[cH:29][cH:30]3)[cH:19][cH:20][n:21][c:22]2[cH:23]1. Starting materials: CN(C)NC(=O)C1CCCN1, CCN=C=NCCCN(C)C, CCN(C(C)C)C(C)C, ClCCl, Cl, CN(C)C=O, O, O, On1nnc2ccccc21, CC(C)c1cncc(CNCC(O)C(Cc2ccccc2)NC(=O)c2cccc(C(=O)O)c2)c1. Product: CC(C)c1cncc(CNCC(O)C(Cc2ccccc2)NC(=O)c2cccc(C(=O)N3CCCC3C(=O)NN(C)C)c2)c1. RXN SMILES: [CH3:1][N:2]([NH:3][C:4](=[O:5])[CH:6]1[NH:7][CH2:8][CH2:9][CH2:10]1)[CH3:11].[CH3:66][CH2:67][N:68]=[C:69]=[N:70][CH2:71][CH2:72][CH2:73][N:74]([CH3:75])[CH3:76].[CH:12]([N:13]([CH2:14][CH3:15])[CH:16]([CH3:17])[CH3:18])([CH3:19])[CH3:20].[Cl:78][CH2:79][Cl:80].[ClH:77].[O:82]=[CH:83][N:84]([CH3:85])[CH3:86].[OH2:31].[OH2:81].[OH:21][n:22]1[c:23]2[c:24]([cH:25][cH:26][cH:27][cH:28]2)[n:29][n:30]1.[OH:32][CH:33]([CH:34]([CH2:35][c:36]1[cH:37][cH:38][cH:39][cH:40][cH:41]1)[NH:42][C:43](=[O:44])[c:45]1[cH:46][c:47]([C:48](=[O:49])[OH:50])[cH:51][cH:52][cH:53]1)[CH2:54][NH:55][CH2:56][c:57]1[cH:58][n:59][cH:60][c:61]([CH:63]([CH3:64])[CH3:65])[cH:62]1>>[CH3:1][N:2]([NH:3][C:4](=[O:5])[CH:6]1[N:7]([C:48]([c:47]2[cH:46][c:45]([C:43]([NH:42][CH:34]([CH:33]([OH:32])[CH2:54][NH:55][CH2:56][c:57]3[cH:58][n:59][cH:60][c:61]([CH:63]([CH3:64])[CH3:65])[cH:62]3)[CH2:35][c:36]3[cH:37][cH:38][cH:39][cH:40][cH:41]3)=[O:44])[cH:53][cH:52][cH:51]2)=[O:49])[CH2:8][CH2:9][CH2:10]1)[CH3:11].